Task: describe an organic reaction: reactants, conditions, products, and yield. Dataset: the Open Reaction Database (ORD), a public repository of structured organic reaction records Starting materials: CI, O=C1c2c(c(O)c3c(ncn3Cc3ccccc3)c2OC(c2ccccc2)c2ccccc2)C(=O)N1Cc1ccc(F)cc1, [K+], [K+], O=C([O-])[O-], CN(C)C=O, O. RXN SMILES: [CH3:56][I:57].[CH:1]([c:2]1[cH:3][cH:4][cH:5][cH:6][cH:7]1)([c:8]1[cH:9][cH:10][cH:11][cH:12][cH:13]1)[O:14][c:15]1[c:16]2[n:17][cH:18][n:19]([CH2:38][c:39]3[cH:40][cH:41][cH:42][cH:43][cH:44]3)[c:20]2[c:21]([OH:37])[c:22]2[c:26]1[C:25](=[O:27])[N:24]([CH2:28][c:29]1[cH:30][cH:31][c:32]([F:35])[cH:33][cH:34]1)[C:23]2=[O:36].[K+:50].[K+:51].[O-:52][C:53]([O-:54])=[O:55].[O:45]=[CH:46][N:47]([CH3:48])[CH3:49].[OH2:58]>>[CH:1]([c:2]1[cH:3][cH:4][cH:5][cH:6][cH:7]1)([c:8]1[cH:9][cH:10][cH:11][cH:12][cH:13]1)[O:14][c:15]1[c:16]2[n:17][cH:18][n:19]([CH2:38][c:39]3[cH:40][cH:41][cH:42][cH:43][cH:44]3)[c:20]2[c:21]([O:37][CH3:46])[c:22]2[c:26]1[C:25](=[O:27])[N:24]([CH2:28][c:29]1[cH:30][cH:31][c:32]([F:35])[cH:33][cH:34]1)[C:23]2=[O:36]. The product is COc1c2c(c(OC(c3ccccc3)c3ccccc3)c3ncn(Cc4ccccc4)c13)C(=O)N(Cc1ccc(F)cc1)C2=O.